This data is from the Open Reaction Database (ORD), a public repository of structured organic reaction records. The task is: describe an organic reaction: reactants, conditions, products, and yield Starting materials: [Br-], O=C([O-])O, CC1(C)CCCC(C)(C)N1O, CCOC(C)=O, [O-]Cl, [K+], [Na+], [Na+], [Na+], [Na+], CON(C)C(=O)CC1CC(CO)OC(C)(C)O1, O=S([O-])[O-]. The product is CON(C)C(=O)CC1CC(C=O)OC(C)(C)O1. RXN SMILES: [Br-:24].[C:18](=[O:19])([OH:20])[O-:21].[CH3:25][C:26]1([CH3:35])[N:27]([O:28])[C:29]([CH3:30])([CH3:31])[CH2:32][CH2:33][CH2:34]1.[CH3:45][CH2:46][O:47][C:48](=[O:49])[CH3:50].[Cl:36][O-:37].[K+:23].[Na+:22].[Na+:38].[Na+:43].[Na+:44].[OH:1][CH2:2][CH:3]1[CH2:4][CH:5]([CH2:11][C:12](=[O:13])[N:14]([CH3:15])[O:16][CH3:17])[O:6][C:7]([CH3:9])([CH3:10])[O:8]1.[S:39]([O-:40])([O-:41])=[O:42]>>[O:1]=[CH:2][CH:3]1[CH2:4][CH:5]([CH2:11][C:12](=[O:13])[N:14]([CH3:15])[O:16][CH3:17])[O:6][C:7]([CH3:9])([CH3:10])[O:8]1. The reactants are CC(=O)O, Cc1cnc(C)c(C)c1, O, OO. The product is Cc1cc(C)c(C)[n+]([O-])c1. As a reaction SMILES: [C:12]([OH:13])(=[O:14])[CH3:15].[CH3:1][c:2]1[n:3][cH:4][c:5]([CH3:9])[cH:6][c:7]1[CH3:8].[OH2:16].[OH:10][OH:11]>>[CH3:1][c:2]1[n+:3]([O-:10])[cH:4][c:5]([CH3:9])[cH:6][c:7]1[CH3:8]. The product is C(C1=CC=CC=C1)N1CCC(CC1)NC (1-benzyl-4-methylaminopiperidine). Reactants: C(C1=CC=CC=C1)N1CCC(CC1)=O (1-benzyl-4-piperidone), [H][H] (hydrogen), [H][H] (hydrogen), [H][H] (hydrogen), CN (methylamine). Reagents/catalysts: [Pt]=O (platinum oxide). RXN SMILES: [CH2:1]([N:8]1[CH2:13][CH2:12][C:11](=O)[CH2:10][CH2:9]1)[C:2]1[CH:7]=[CH:6][CH:5]=[CH:4][CH:3]=1.[CH3:15][NH2:16].[H][H]>[Pt]=O.C(O)C>[CH2:1]([N:8]1[CH2:13][CH2:12][CH:11]([NH:16][CH3:15])[CH2:10][CH2:9]1)[C:2]1[CH:7]=[CH:6][CH:5]=[CH:4][CH:3]=1. Procedure details: A solution of 1-benzyl-4-piperidone in 40 ml. of absolute ethanol was added to a solution of 8.5 g. of methylamine in 40 ml. of ethanol. The resulting solution was added to a suspension of 0.5 g. of platinum oxide in 30 ml. of ethanol which had been pretreated with 50 psi of hydrogen for 1 hour. This suspension was reduced at 50 psi of hydrogen until one equivalent of hydrogen was consumed and then filtered. The filtrate was concentrated in vacuo to give 1-benzyl-4-methylaminopiperidine. Solvent: C(C)O (ethanol), C(C)O (ethanol), C(C)O (ethanol). The reactants are NC1=C(C=CC(=C1)C(F)(F)F)N (1,2-Diamino-5-trifluoromethylbenzene), C1(CCCCC1)N=C=NC1CCCCC1 (1,3-dicyclohexylcarbodiimide), BrC1=CC=C(C=C1)N=C=S (4-bromophenylisothiocyanate). The solvent is C1(=CC=CC=C1)C (toluene). Conditions: temperature 100 celsius, time 15 minute. Yields the product BrC1=CC=C(C=C1)NC1=NC2=C(N1)C=C(C=C2)C(F)(F)F (N-(4-Bromophenyl)-6-(trifluoromethyl)-1H-benzimidazol-2-amine), solid. Isolated yield 30.0%. As a reaction SMILES: [NH2:1][C:2]1[CH:7]=[C:6]([C:8]([F:11])([F:10])[F:9])[CH:5]=[CH:4][C:3]=1[NH2:12].[Br:13][C:14]1[CH:19]=[CH:18][C:17]([N:20]=[C:21]=S)=[CH:16][CH:15]=1.C1(N=C=NC2CCCCC2)CCCCC1>C1(C)C=CC=CC=1>[Br:13][C:14]1[CH:19]=[CH:18][C:17]([NH:20][C:21]2[NH:1][C:2]3[CH:7]=[C:6]([C:8]([F:9])([F:10])[F:11])[CH:5]=[CH:4][C:3]=3[N:12]=2)=[CH:16][CH:15]=1. Reported procedure: 1,2-Diamino-5-trifluoromethylbenzene (0.25 g, 1.42 mmol) was diluted in toluene (5 mL) and treated with 4-bromophenylisothiocyanate (0.30 g, 1.42 mmol). The dark solution was stirred at 100° C. for 15 minutes, then treated with 1,3-dicyclohexylcarbodiimide (0.44 g, 2.13 mmol). The reaction was maintained at 100° C. for 5 h. The reaction was concentrated and partitioned between ethyl acetate and water. The organic layer was separated, dried (MgSO4), and concentrated under reduced pressure. The da... Starting materials: CC(C)(C)OC(=O)N1CCC(O)C1, CCOC(=O)N=NC(=O)OCC, C1CCOC1, CCOC(=O)Cc1ccc(S)cc1, c1ccc(P(c2ccccc2)c2ccccc2)cc1. Yields the product CCOC(=O)Cc1ccc(SC2CCN(C(=O)OC(C)(C)C)C2)cc1. Reaction SMILES: [C:14]([CH3:15])([CH3:16])([CH3:17])[O:18][C:19](=[O:20])[N:21]1[CH2:22][CH:23]([OH:26])[CH2:24][CH2:25]1.[O:46]=[C:47]([O:48][CH2:49][CH3:50])[N:51]=[N:52][C:53]([O:54][CH2:55][CH3:56])=[O:57].[O:58]1[CH2:59][CH2:60][CH2:61][CH2:62]1.[SH:1][c:2]1[cH:3][cH:4][c:5]([CH2:8][C:9](=[O:10])[O:11][CH2:12][CH3:13])[cH:6][cH:7]1.[c:27]1([P:28]([c:29]2[cH:30][cH:31][cH:32][cH:33][cH:34]2)[c:35]2[cH:36][cH:37][cH:38][cH:39][cH:40]2)[cH:41][cH:42][cH:43][cH:44][cH:45]1>>[S:1]([c:2]1[cH:3][cH:4][c:5]([CH2:8][C:9](=[O:10])[O:11][CH2:12][CH3:13])[cH:6][cH:7]1)[CH:23]1[CH2:22][N:21]([C:19]([O:18][C:14]([CH3:15])([CH3:16])[CH3:17])=[O:20])[CH2:25][CH2:24]1. Reactants: COC1=C(C(=O)Cl)C=CC=C1 (2-methoxybenzoyl chloride), ONC(=N)CCCCC(=O)OC (methyl 5-(N-hydroxycarbamimidoyl)pentanoate). Run in N1=CC=CC=C1 (pyridine). Product: COC1=C(C=CC=C1)C1=NC(=NO1)CCCCC(=O)OC (methyl 5-[5-(2-methoxyphenyl)[1,2,4]oxadiazol-3-yl]pentanoate). Isolated yield 34.4%. Reaction SMILES: [CH3:1][O:2][C:3]1[CH:11]=[CH:10][CH:9]=[CH:8][C:4]=1[C:5](Cl)=[O:6].O[NH:13][C:14]([CH2:16][CH2:17][CH2:18][CH2:19][C:20]([O:22][CH3:23])=[O:21])=[NH:15]>N1C=CC=CC=1>[CH3:1][O:2][C:3]1[CH:11]=[CH:10][CH:9]=[CH:8][C:4]=1[C:5]1[O:6][N:15]=[C:14]([CH2:16][CH2:17][CH2:18][CH2:19][C:20]([O:22][CH3:23])=[O:21])[N:13]=1. Reported procedure: Add 2-methoxybenzoyl chloride (5.20 g, 35 mmol) to a solution of methyl 5-(N-hydroxycarbamimidoyl)pentanoate (5.3 g, 34 mmol) in pyridine (50 mL) under nitrogen at 0° C. and then heat the mixture at reflux for 6 h. Remove the solvent under reduced pressure, dilute the residue with ethyl acetate and wash with 1 N HCl. Wash the combined organic extracts with brine, dry over sodium sulfate and remove the solvent under reduced pressure. Purify the residue by flash column chromatography on silica gel... The yield is 60.0%. Solvent: CN(C)C=O (DMF). Reported procedure: To a solution of 4-(bromomethyl)-1,2-dichlorobenzene (2 g, 8.3 mmol), in DMF (30 mL) was added sodium azide (0.65 g, 1.2 eq). The reaction was stirred at 80° C. for 3 hours. The solvent was then evaporated and the residue was dissolved in DCM and washed with water. The organic phase was dried over sodium sulphate and the solvent was evaporated. The crude azido compound was dissolved in ethanol (100 mL) and ethyl 2-propynoate (1 mL, 1.2 eq) was added. The reaction was stirred to reflux for 24 hou... Product: ClC=1C=C(C=CC1Cl)CN1N=NC(=C1)C(=O)OCC (Ethyl 1-[(3,4-dichlorophenyl)methyl]-1H-1,2,3-triazole-4-carboxylate). Conditions: temperature 80 celsius, time 3 hour. Reaction SMILES: Br[CH2:2][C:3]1[CH:8]=[CH:7][C:6]([Cl:9])=[C:5]([Cl:10])[CH:4]=1.[N-:11]=[N+:12]=[N-:13].[Na+].[C:15]([O:19][CH2:20][CH3:21])(=[O:18])[C:16]#[CH:17]>CN(C=O)C>[Cl:10][C:5]1[CH:4]=[C:3]([CH2:2][N:11]2[CH:17]=[C:16]([C:15]([O:19][CH2:20][CH3:21])=[O:18])[N:13]=[N:12]2)[CH:8]=[CH:7][C:6]=1[Cl:9] |f:1.2|. The reactants are BrCC1=CC(=C(C=C1)Cl)Cl (4-(bromomethyl)-1,2-dichlorobenzene), [N-]=[N+]=[N-].[Na+] (sodium azide), C(C#C)(=O)OCC (ethyl 2-propynoate), C(C#C)(=O)OCC (ethyl 2-propynoate).